Dataset: the Open Reaction Database (ORD), a public repository of structured organic reaction records. Task: describe an organic reaction: reactants, conditions, products, and yield Starting materials: [CH2]C, C1CCOC1, CCOC(C)=O, CC1=C(C)C(=O)C(C)=C(C)C1=O, Cl. The product is CCOC(=O)CC1(O)C(C)=C(C)C(=O)C(C)=C1C. RXN SMILES: [CH2:1][CH3:2].[CH2:22]1[O:23][CH2:24][CH2:25][CH2:26]1.[CH3:16][CH2:17][O:18][C:19]([CH3:20])=[O:21].[CH3:3][C:4]1=[C:9]([CH3:10])[C:8](=[O:11])[C:7]([CH3:12])=[C:6]([CH3:13])[C:5]1=[O:14].[ClH:15]>>[CH3:3][C:4]1=[C:9]([CH3:10])[C:8](=[O:11])[C:7]([CH3:12])=[C:6]([CH3:13])[C:5]1([OH:14])[CH2:20][C:19]([O:18][CH2:17][CH3:16])=[O:21]. Run in CN(C=O)C (dimethylformamide), C(C)O (ethanol). Reported procedure: To 11.8 g of 7-allyl-3-methyl-1-(5-oxyhexyl)-xanthine (prepared by alkylation of 7-allyl-3-methylxanthine with 1-chlorohexan-5-one in dimethylformamide in the presence of potassium carbonate at 100° C. for 5 hours; melting point: 71° C.), dissolved in 200 ml of ethanol, 1.5 g of sodium borohydride was added slowly under stirring at a temperature of max. 30° C. After stirring at room temperature for 6 hours the mixture was evaporated under reduced pressure. The residue was extractively worked up ... Reactants: [BH4-].[Na+] (sodium borohydride), 7-allyl-3-methyl-1-(5-oxyhexyl)-xanthine, C(C=C)N1C=NC=2N(C(NC(C12)=O)=O)C (7-allyl-3-methylxanthine), ClCCCCC(C)=O (1-chlorohexan-5-one), C([O-])([O-])=O.[K+].[K+] (potassium carbonate). The product is C(C=C)N1C=NC=2N(C(N(C(C12)=O)CCCCC(C)O)=O)C (7-allyl-1-(5-hydroxyhexyl)-3-methylxanthine). As a reaction SMILES: [CH2:1]([N:4]1[C:12]2[C:11](=[O:13])[NH:10][C:9](=[O:14])[N:8]([CH3:15])[C:7]=2[N:6]=[CH:5]1)[CH:2]=[CH2:3].Cl[CH2:17][CH2:18][CH2:19][CH2:20][C:21](=[O:23])[CH3:22].C(=O)([O-])[O-].[K+].[K+].[BH4-].[Na+]>CN(C)C=O.C(O)C>[CH2:1]([N:4]1[C:12]2[C:11](=[O:13])[N:10]([CH2:17][CH2:18][CH2:19][CH2:20][CH:21]([OH:23])[CH3:22])[C:9](=[O:14])[N:8]([CH3:15])[C:7]=2[N:6]=[CH:5]1)[CH:2]=[CH2:3] |f:2.3.4,5.6|. The reactants are C1(=CC=CC=C1)C (toluene), CC1(OB(OC1(C)C)C=1C=NNC1)C (4-(4,4,5,5-tetramethyl-[1,3,2]dioxaborolan-2-yl)-1H-pyrazole), C([O-])([O-])=O.[K+].[K+] (potassium carbonate), C(C)OC(C(C)Br)=O (2-bromo-propionic acid ethyl ester). Solvent: O (water), CN(C=O)C (dimethylformamide). Reaction conditions: temperature 80 celsius, time 14 hour. Yields the product C(C)OC(C(C)N1N=CC(=C1)B1OC(C(O1)(C)C)(C)C)=O (2-[4-(4,4,5,5-tetramethyl-[1,3,2]dioxaborolan-2-yl)-pyrazol-1-yl]-propionic acid ethyl ester). As a reaction SMILES: [CH3:1][C:2]1([CH3:14])[C:6]([CH3:8])([CH3:7])[O:5][B:4]([C:9]2[CH:10]=[N:11][NH:12][CH:13]=2)[O:3]1.C(=O)([O-])[O-].[K+].[K+].[CH2:21]([O:23][C:24](=[O:28])[CH:25](Br)[CH3:26])[CH3:22].C1(C)C=CC=CC=1>CN(C)C=O.O>[CH2:21]([O:23][C:24](=[O:28])[CH:25]([N:12]1[CH:13]=[C:9]([B:4]2[O:5][C:6]([CH3:7])([CH3:8])[C:2]([CH3:14])([CH3:1])[O:3]2)[CH:10]=[N:11]1)[CH3:26])[CH3:22] |f:1.2.3|. Procedure details: To a suspension of 4-(4,4,5,5-tetramethyl-[1,3,2]dioxaborolan-2-yl)-1H-pyrazole (21.3 g) and potassium carbonate (20.7 g) in dimethylformamide (100 ml) was added 2-bromo-propionic acid ethyl ester (13 ml) and the mixture was stirred at 80° C. for 14 hr. The reaction mixture was cooled to 0° C., and toluene (100 ml) and water (150 ml) were successively added dropwise. The mixture was partitioned, and the aqueous layer was extracted with toluene (50 ml). The combined organic layer was successively... Starting materials: CCOC(=O)C(=O)OCC, O=C([O-])[O-], C=O, CC[O-], Cc1ccccc1, [K+], [K+], [Na+], O, CCOC(=O)Cc1ccccc1. Product: C=C(C(=O)OCC)c1ccccc1. As a reaction SMILES: [C:1]([O:2][CH2:3][CH3:4])(=[O:5])[C:6]([O:7][CH2:8][CH3:9])=[O:10].[C:29](=[O:30])([O-:31])[O-:32].[CH2:27]=[O:28].[CH3:24][CH2:25][O-:26].[CH3:35][c:36]1[cH:37][cH:38][cH:39][cH:40][cH:41]1.[K+:33].[K+:34].[Na+:23].[OH2:42].[c:11]1([CH2:17][C:18](=[O:19])[O:20][CH2:21][CH3:22])[cH:12][cH:13][cH:14][cH:15][cH:16]1>>[CH2:1]=[C:17]([c:11]1[cH:12][cH:13][cH:14][cH:15][cH:16]1)[C:18](=[O:19])[O:20][CH2:21][CH3:22].